From a dataset of the Open Reaction Database (ORD), a public repository of structured organic reaction records. describe an organic reaction: reactants, conditions, products, and yield Starting materials: C1(=CC(=CC=C1)C=1C(=NC(=C(C1)OC)OC)C#N)C1=CC=CC=C1 (3-(biphenyl-3-yl)-5,6-dimethoxypyridine-2-carbonitrile), B(Br)(Br)Br (BBr3). Solvent: C(Cl)Cl (CH2Cl2). Run at temperature 50 celsius, time 21 hour. The product is C1(=CC(=CC=C1)C1=C(NC(C(=C1)O)=O)C#N)C1=CC=CC=C1 (3-(biphenyl-3-yl)-5-hydroxy-6-oxo-1,6-dihydropyridine-2-carbonitrile). Isolated yield 55.1%. Reaction SMILES: [C:1]1([C:19]2[CH:24]=[CH:23][CH:22]=[CH:21][CH:20]=2)[CH:6]=[CH:5][CH:4]=[C:3]([C:7]2[C:8]([C:17]#[N:18])=[N:9][C:10]([O:15]C)=[C:11]([O:13]C)[CH:12]=2)[CH:2]=1.B(Br)(Br)Br>C(Cl)Cl>[C:1]1([C:19]2[CH:24]=[CH:23][CH:22]=[CH:21][CH:20]=2)[CH:6]=[CH:5][CH:4]=[C:3]([C:7]2[CH:12]=[C:11]([OH:13])[C:10](=[O:15])[NH:9][C:8]=2[C:17]#[N:18])[CH:2]=1. Procedure details: To a solution of 3-(biphenyl-3-yl)-5,6-dimethoxypyridine-2-carbonitrile (34 mg, 0.107 mmol) in CH2Cl2 (1 mL) was added BBr3 solution (1 M in CH2Cl2, 2.149 mL) and stirred at 50° C. for 21 h. The reaction mixture was concentrated and the residue was stirred in 3 N aqueous HCl. After 1 h, this mixture was concentrated and purified by preparative HPLC (5-60% CH3CN/H2O over 20 min, 0.05% added TFA) to give 17 mg (55%) of 3-(biphenyl-3-yl)-5-hydroxy-6-oxo-1,6-dihydropyridine-2-carbonitrile as a light... Starting materials: CC#N, [H-], [Na+], C1CCOC1, COC(=O)c1ccc(CN2CCOCC2)cc1. Product: N#CCC(=O)c1ccc(CN2CCOCC2)cc1. As a reaction SMILES: [CH3:1][C:2]#[N:3].[H-:4].[Na+:5].[O:23]1[CH2:24][CH2:25][CH2:26][CH2:27]1.[O:6]1[CH2:7][CH2:8][N:9]([CH2:12][c:13]2[cH:14][cH:15][c:16]([C:17]([O:19][CH3:18])=[O:20])[cH:21][cH:22]2)[CH2:10][CH2:11]1>>[CH2:1]([C:2]#[N:3])[C:17]([c:16]1[cH:15][cH:14][c:13]([CH2:12][N:9]2[CH2:8][CH2:7][O:6][CH2:11][CH2:10]2)[cH:22][cH:21]1)=[O:19].